From a dataset of the Open Reaction Database (ORD), a public repository of structured organic reaction records. describe an organic reaction: reactants, conditions, products, and yield Reactants: [Al+3], [Cl-], [Cl-], [Cl-], ClCCl, Cl, CC(C)=CC(=O)Nc1ccccc1. Product: CC1(C)CC(=O)Nc2ccccc21. As a reaction SMILES: [Al+3:15].[Cl-:14].[Cl-:16].[Cl-:17].[Cl:19][CH2:20][Cl:21].[ClH:18].[c:1]1([NH:7][C:8]([CH:9]=[C:10]([CH3:11])[CH3:12])=[O:13])[cH:2][cH:3][cH:4][cH:5][cH:6]1>>[c:1]12[cH:2][cH:3][cH:4][cH:5][c:6]1[C:10]([CH3:11])([CH3:12])[CH2:9][C:8](=[O:13])[NH:7]2. Reactants: NC=1C=CC2=C(N3C(=N2)CCC3)C1 (7-amino-2,3-dihydro-1H-pyrrolo[1,2-a]benzimidazole), C(C)(=O)OC(C)=O (acetic anhydride), acetyl. The solvent is C1=CC=CC=C1 (benzene). Conditions: time 15 minute. Yields the product C(C)(=O)NC=1C=CC2=C(N3C(=N2)CCC3)C1 (7-acetylamino-2,3-dihydro-1H-pyrrolo[1,2-a]benzimidazole). Yield: 67.9%. RXN SMILES: [NH2:1][C:2]1[CH:3]=[CH:4][C:5]2[N:9]=[C:8]3[CH2:10][CH2:11][CH2:12][N:7]3[C:6]=2[CH:13]=1.[C:14](OC(=O)C)(=[O:16])[CH3:15]>C1C=CC=CC=1>[C:14]([NH:1][C:2]1[CH:3]=[CH:4][C:5]2[N:9]=[C:8]3[CH2:10][CH2:11][CH2:12][N:7]3[C:6]=2[CH:13]=1)(=[O:16])[CH3:15]. Reported procedure: 8.65 g of 7-amino-2,3-dihydro-1H-pyrrolo[1,2-a]benzimidazole (2A00) prepared according to W. Reppe Ann. 596 (1955) p. 209 are suspended in 50 cm3 of benzene. To this suspension is added dropwise 6.2 g of acetic anhydride. The mixture is boiled for 15 min and after cooling the precipitated acetyl compound is sucked off. Recrystallization from ethanol yields 7.3 g of 7-acetylamino-2,3-dihydro-1H-pyrrolo[1,2-a]benzimidazole. Melting point: 250°-255°C. Two further recrystallizations from ethanol rai... Starting materials: C1CCOC1, CCCCCC, CCOC(=O)CP(=O)(OCC)OCC, CC(C)c1nc(C=O)cs1, [H-], [Na+]. Yields the product CCOC(=O)C=Cc1csc(C(C)C)n1. RXN SMILES: [CH2:33]1[O:34][CH2:35][CH2:36][CH2:37]1.[CH3:27][CH2:28][CH2:29][CH2:30][CH2:31][CH3:32].[CH3:3][CH2:4][O:5][C:6](=[O:7])[CH2:8][P:9]([O:10][CH2:11][CH3:12])([O:13][CH2:14][CH3:15])=[O:16].[CH:17]([CH3:18])([CH3:19])[c:20]1[s:21][cH:22][c:23]([CH:25]=[O:26])[n:24]1.[H-:2].[Na+:1]>>[CH3:3][CH2:4][O:5][C:6](=[O:7])[CH:8]=[CH:25][c:23]1[cH:22][s:21][c:20]([CH:17]([CH3:18])[CH3:19])[n:24]1. Starting materials: BrC=1C(=NC(=NC1)Cl)N(CCC(=O)NC)C (3-[(5-Bromo-2-chloro-pyrimidin-4-yl)-methyl-amino]-N-methyl-propanamide), BrC=1C(=NC(=NC1)Cl)N(CCC(=O)NC)C (3-[(5-Bromo-2-chloro-pyrimidin-4-yl)-methyl-amino]-N-methyl-propanamide), C1(=CC=CC=C1)P(C1=C2OC=3C(=CC=CC3C(C2=CC=C1)(C)C)P(C1=CC=CC=C1)C1=CC=CC=C1)C1=CC=CC=C1 ((5-diphenylphosphanyl-9,9-dimethyl-xanthen-4-yl)-diphenyl-phosphane), C(=O)([O-])[O-].[Cs+].[Cs+] (Cs2CO3). The reagents and catalysts are C=1C=CC(=CC1)/C=C/C(=O)/C=C/C2=CC=CC=C2.C=1C=CC(=CC1)/C=C/C(=O)/C=C/C2=CC=CC=C2.C=1C=CC(=CC1)/C=C/C(=O)/C=C/C2=CC=CC=C2.[Pd].[Pd] (tris(dibenzylideneacetone)dipalladium(0)). Solvent: O1CCOCC1 (1,4-dioxane). Yields the product ClC1=NC=C2N(C(CCN(C2=N1)C)=O)C (10-Chloro-2,6-dimethyl-2,6,9,11-tetrazabicyclo[5.4.0]undeca-7,9,11-trien-5-one). The yield is 13.5%. RXN SMILES: Br[C:2]1[C:3]([N:9]([CH3:16])[CH2:10][CH2:11][C:12]([NH:14][CH3:15])=[O:13])=[N:4][C:5]([Cl:8])=[N:6][CH:7]=1.C1(P(C2C=CC=CC=2)C2C=CC=C3C=2OC2C(P(C4C=CC=CC=4)C4C=CC=CC=4)=CC=CC=2C3(C)C)C=CC=CC=1.C([O-])([O-])=O.[Cs+].[Cs+]>O1CCOCC1.C1C=CC(/C=C/C(/C=C/C2C=CC=CC=2)=O)=CC=1.C1C=CC(/C=C/C(/C=C/C2C=CC=CC=2)=O)=CC=1.C1C=CC(/C=C/C(/C=C/C2C=CC=CC=2)=O)=CC=1.[Pd].[Pd]>[Cl:8][C:5]1[N:4]=[C:3]2[C:2]([N:14]([CH3:15])[C:12](=[O:13])[CH2:11][CH2:10][N:9]2[CH3:16])=[CH:7][N:6]=1 |f:2.3.4,6.7.8.9.10|. Reported procedure: 3-[(5-Bromo-2-chloro-pyrimidin-4-yl)-methyl-amino]-N-methyl-propanamide (Intermediate 15; 2.09 g, 6.20 mmol), tris(dibenzylideneacetone)dipalladium(0) (171 mg, 0.19 mmol), (5-diphenylphosphanyl-9,9-dimethyl-xanthen-4-yl)-diphenyl-phosphane (288 mg, 0.50 mmol) and Cs2CO3 (2930 mg, 8.99 mmol) in 1,4-dioxane (50 mL) were heated at reflux for 16 h under an atmosphere of nitrogen. The reaction mixture was evaporated then suspended in DCM (20 mL) and filtered through a layer of celite washing with DCM...